This data is from the Open Reaction Database (ORD), a public repository of structured organic reaction records. The task is: describe an organic reaction: reactants, conditions, products, and yield The reactants are Nc1cccc2cc(O)ccc12, COc1c(Cl)cccc1C(C)(C)CC(O)(C=O)C(F)(F)F. Yields the product COc1c(Cl)cccc1C(C)(C)CC(O)(C=Nc1cccc2cc(O)ccc12)C(F)(F)F. Reaction SMILES: [NH2:22][c:23]1[c:24]2[cH:25][cH:26][c:27]([OH:33])[cH:28][c:29]2[cH:30][cH:31][cH:32]1.[OH:1][C:2]([CH:3]=[O:4])([CH2:5][C:6]([CH3:7])([CH3:8])[c:9]1[c:10]([O:16][CH3:17])[c:11]([Cl:15])[cH:12][cH:13][cH:14]1)[C:18]([F:19])([F:20])[F:21]>>[OH:1][C:2]([CH:3]=[N:22][c:23]1[c:24]2[cH:25][cH:26][c:27]([OH:33])[cH:28][c:29]2[cH:30][cH:31][cH:32]1)([CH2:5][C:6]([CH3:7])([CH3:8])[c:9]1[c:10]([O:16][CH3:17])[c:11]([Cl:15])[cH:12][cH:13][cH:14]1)[C:18]([F:19])([F:20])[F:21]. The reactants are C(=O)C1=CC=C(N1)C(=O)OC (methyl 5-formylpyrrole-2-carboxylate), CN(C)C(=C1C=CC=N1)N(C)C (bis(dimethylamino)azafulvene), Cl.NCC1=CC=C(N1)C(=O)OC (methyl 5-(aminomethyl)pyrrole-2-carboxylate hydrochloride), N1C=CC=C1 (pyrrole). The product is C(=O)C=1NC=CC1 (2-formylpyrrole), CNC (dimethylamine). As a reaction SMILES: Cl.NC[C:4]1[NH:8][C:7]([C:9](OC)=[O:10])=[CH:6][CH:5]=1.[NH:13]1[CH:17]=CC=[CH:14]1.C(C1NC(C(OC)=O)=CC=1)=O.CN(C(N(C)C)=C1N=CC=C1)C>>[CH:9]([C:7]1[NH:8][CH:4]=[CH:5][CH:6]=1)=[O:10].[CH3:14][NH:13][CH3:17] |f:0.1|. Reported procedure: Preparation of methyl 5-(aminomethyl)pyrrole-2-carboxylate hydrochloride (X) can be accomplished by the approach shown in Scheme 11. A three-step conversion of pyrrole into methyl 5-formylpyrrole-2-carboxylate has been described (Org. Syn., Coll Vol. 4, 1963, p831). Alternatively, Muchowski (Tetrahedron Lett., 1988, 29, 777) has described the bis(dimethylamino)azafulvene dimer resulting from treatment of 2-formylpyrrole with dimethylamine. Such species may be lithiated at low temperatures and ca...